describe an organic reaction: reactants, conditions, products, and yield From a dataset of the Open Reaction Database (ORD), a public repository of structured organic reaction records. The reactants are C(C1=CC=CC=C1)N1CCN(CC1)C(=O)C1(CCN(CC1)C)C1=CC=CC=C1 ((4-benzylpiperazin-1-yl)(1-methyl-4-phenylpiperidin-4-yl)methanone), [H-].[H-].[H-].[H-].[Li+].[Al+3] (LiAlH4). Solvent: C1CCOC1 (THF). Conditions: time 8 hour. The product is C(C1=CC=CC=C1)N1CCN(CC1)CC1(CCN(CC1)C)C1=CC=CC=C1 (1-Benzyl-4-((1-methyl-4-phenylpiperidin-4-yl)methyl)piperazine). The yield is 103.2%. As a reaction SMILES: [CH2:1]([N:8]1[CH2:13][CH2:12][N:11]([C:14]([C:16]2([C:23]3[CH:28]=[CH:27][CH:26]=[CH:25][CH:24]=3)[CH2:21][CH2:20][N:19]([CH3:22])[CH2:18][CH2:17]2)=O)[CH2:10][CH2:9]1)[C:2]1[CH:7]=[CH:6][CH:5]=[CH:4][CH:3]=1.[H-].[H-].[H-].[H-].[Li+].[Al+3]>C1COCC1>[CH2:1]([N:8]1[CH2:9][CH2:10][N:11]([CH2:14][C:16]2([C:23]3[CH:28]=[CH:27][CH:26]=[CH:25][CH:24]=3)[CH2:17][CH2:18][N:19]([CH3:22])[CH2:20][CH2:21]2)[CH2:12][CH2:13]1)[C:2]1[CH:3]=[CH:4][CH:5]=[CH:6][CH:7]=1 |f:1.2.3.4.5.6|. Procedure details: To a solution of (4-benzylpiperazin-1-yl)(1-methyl-4-phenylpiperidin-4-yl)methanone (1.5 g, 4 mmol) in THF (30 ml) was added LiAlH4 (8 mmol) in portions. The resulting mixture was stirred at room temperature overnight. The mixture was quenched with ethyl acetate and methanol then made alkaline with 10% NaOH solution and extracted with ethyl acetate (3×40). The combined organic solution was dried and concentrated to give 1.5 g of desired product. Starting materials: Cl.N12CC(C(CC1)CC2)=CC(=O)OC (methyl quinuclidin-3-ylideneacetate hydrochloride), Cl (hydrochloric acid). The reagents and catalysts are [Pd] (Pd/C). Run in C(C)O (ethanol). Reaction conditions: temperature 60 celsius, time 24 hour. Product: Cl.N12CC(C(CC1)CC2)CC(=O)O ((±)-Quinuclidine-3-acetic acid hydrochloride). The yield is 95.3%. Reaction SMILES: [ClH:1].[N:2]12[CH2:9][CH2:8][CH:5]([CH2:6][CH2:7]1)[C:4](=[CH:10][C:11]([O:13]C)=[O:12])[CH2:3]2.Cl>[Pd].C(O)C>[ClH:1].[N:2]12[CH2:9][CH2:8][CH:5]([CH2:6][CH2:7]1)[CH:4]([CH2:10][C:11]([OH:13])=[O:12])[CH2:3]2 |f:0.1,5.6|. Procedure: A mixture of methyl quinuclidin-3-ylideneacetate hydrochloride (Example 18, Step 1) (2 g), ethanol (50 ml), 2M hydrochloric acid (5 ml) and 10% Pd/C (1 g) was stirred for 24 hours under H2 at atmospheric pressure, filtered through celite and evaporated to dryness. The residue was dissolved in concentrated hydrochloric acid (10 ml). heated at 60° C. for 18 hours, treated with a further 10 ml of concentrated hydrochloric acid, heated at 80° C. for 6 hours and evaporated to dryness. The residue was... The reactants are [Li]C(C)(C)C, CCCCC, Cl, I[Cu]I, CC(=O)Oc1c(C)c(CI)nc2ccc(F)cc12, CCCCCCC=CI, C1CCOC1, O. Product: CCCCCCC=CCc1nc2ccc(F)cc2c(OC(C)=O)c1C. Reaction SMILES: [C:1]([Li:2])([CH3:3])([CH3:4])[CH3:5].[CH3:43][CH2:44][CH2:45][CH2:46][CH3:47].[ClH:33].[Cu:34]([I:35])[I:36].[I:15][CH2:16][c:17]1[n:18][c:19]2[cH:20][cH:21][c:22]([F:32])[cH:23][c:24]2[c:25]([O:28][C:29]([CH3:30])=[O:31])[c:26]1[CH3:27].[I:6][CH:7]=[CH:8][CH2:9][CH2:10][CH2:11][CH2:12][CH2:13][CH3:14].[O:38]1[CH2:39][CH2:40][CH2:41][CH2:42]1.[OH2:37]>>[CH:7](=[CH:8][CH2:9][CH2:10][CH2:11][CH2:12][CH2:13][CH3:14])[CH2:16][c:17]1[n:18][c:19]2[cH:20][cH:21][c:22]([F:32])[cH:23][c:24]2[c:25]([O:28][C:29]([CH3:30])=[O:31])[c:26]1[CH3:27]. Product: CC(C)Oc1ccc(COc2ccc3c(c2)cc2n3CCC2CC(=O)OC(C)(C)C)cc1C#N. RXN SMILES: [C:36](=[O:37])([O-:38])[O-:39].[Cl:22][CH2:23][c:24]1[cH:25][cH:26][c:27]([O:32][CH:33]([CH3:34])[CH3:35])[c:28]([C:29]#[N:30])[cH:31]1.[Cs+:40].[Cs+:41].[O:42]=[CH:43][N:44]([CH3:45])[CH3:46].[OH:1][c:2]1[cH:3][c:4]2[cH:5][c:6]3[n:7]([c:8]2[cH:9][cH:10]1)[CH2:11][CH2:12][CH:13]3[CH2:14][C:15](=[O:16])[O:17][C:18]([CH3:19])([CH3:20])[CH3:21]>>[O:1]([c:2]1[cH:3][c:4]2[cH:5][c:6]3[n:7]([c:8]2[cH:9][cH:10]1)[CH2:11][CH2:12][CH:13]3[CH2:14][C:15](=[O:16])[O:17][C:18]([CH3:19])([CH3:20])[CH3:21])[CH2:23][c:24]1[cH:25][cH:26][c:27]([O:32][CH:33]([CH3:34])[CH3:35])[c:28]([C:29]#[N:30])[cH:31]1. The reactants are O=C([O-])[O-], CC(C)Oc1ccc(CCl)cc1C#N, [Cs+], [Cs+], CN(C)C=O, CC(C)(C)OC(=O)CC1CCn2c1cc1cc(O)ccc12. Starting materials: C1(CC1)C=1C(=NC=C(N1)C(F)(F)F)N[C@@H]1[C@H](CCC1)NC(C1=C(C=CC=C1)N1N=CC=N1)=O (N-[(1S,2S)-2-{[3-Cyclopropyl-5-(trifluoromethyl)pyrazin-2-yl]amino}cyclopentyl]-2-(2H-1,2,3-triazol-2-yl)benzamide), C(=C)B1OC(C(O1)(C)C)(C)C (2-ethenyl-4,4,5,5-tetramethyl-1,3,2-dioxaborolane), [H][H] (hydrogen), ClC=1C(=NC=C(N1)C(F)(F)F)N[C@@H]1[C@H](CCC1)NC(C1=C(C=CC=C1)N1N=CC=N1)=O (N-[(1S,2S)-2-{[3-chloro-5-(trifluoromethyl)pyrazin-2-yl]amino}cyclopentyl]-2-(2H-1,2,3-triazol-2-yl)benzamide), ClC=1C(=NC=C(N1)C(F)(F)F)N[C@@H]1[C@H](CCC1)NC(C1=C(C=CC=C1)N1N=CC=N1)=O (N-[(1S,2S)-2-{[3-chloro-5-(trifluoromethyl)pyrazin-2-yl]amino}cyclopentyl]-2-(2H-1,2,3-triazol-2-yl)benzamide). Reagents/catalysts: [Pd] (palladium on carbon). Solvent: CO (methanol). The product is C(C)C=1C(=NC=C(N1)C(F)(F)F)N[C@@H]1[C@H](CCC1)NC(C1=C(C=CC=C1)N1N=CC=N1)=O (N-[(1S,2S)-2-{[3-Ethyl-5-(trifluoromethyl)pyrazin-2-yl]amino}cyclopentyl]-2-(2H-1,2,3-triazol-2-yl)benzamide). Reaction SMILES: [CH:1]1([C:4]2[C:5]([NH:14][C@H:15]3[CH2:19][CH2:18][CH2:17][C@@H:16]3[NH:20][C:21](=[O:33])[C:22]3[CH:27]=[CH:26][CH:25]=[CH:24][C:23]=3[N:28]3[N:32]=[CH:31][CH:30]=[N:29]3)=[N:6][CH:7]=[C:8]([C:10]([F:13])([F:12])[F:11])[N:9]=2)C[CH2:2]1.ClC1C(N[C@H]2CCC[C@@H]2NC(=O)C2C=CC=CC=2N2N=CC=N2)=NC=C(C(F)(F)F)N=1.C(B1OC(C)(C)C(C)(C)O1)=C.[H][H]>CO.[Pd]>[CH2:1]([C:4]1[C:5]([NH:14][C@H:15]2[CH2:19][CH2:18][CH2:17][C@@H:16]2[NH:20][C:21](=[O:33])[C:22]2[CH:27]=[CH:26][CH:25]=[CH:24][C:23]=2[N:28]2[N:29]=[CH:30][CH:31]=[N:32]2)=[N:6][CH:7]=[C:8]([C:10]([F:12])([F:11])[F:13])[N:9]=1)[CH3:2]. Reported procedure: Prepared according to the procedure for N-[(1S,2S)-2-{ [3-cyclopropyl-5-(trifluoromethyl)pyrazin-2-yl]amino}cyclopentyl]-2-(2H-1,2,3-triazol-2-yl)benzamide (Example 109) from N-[(1S,2S)-2-{[3-chloro-5-(trifluoromethyl)pyrazin-2-yl]amino}cyclopentyl]-2-(2H-1,2,3-triazol-2-yl)benzamide (Intermediate 29; 170 mg, 0.38 mmol) and 2-ethenyl-4,4,5,5-tetramethyl-1,3,2-dioxaborolane (CAS number 75927-49-0; 174 mg, 1.13 mmol) except this was then dissolved in methanol (1.4 ml) and to this was then added pa... RXN SMILES: [Br:1][c:2]1[cH:3][cH:4][c:5]([C:8]2([NH2:11])[CH2:9][CH2:10]2)[cH:6][cH:7]1.[C:12]([CH2:13][CH3:14])(=[O:15])[Cl:16].[Cl:23][CH2:24][Cl:25].[cH:17]1[cH:18][cH:19][n:20][cH:21][cH:22]1>>[Br:1][c:2]1[cH:3][cH:4][c:5]([C:8]2([NH:11][C:12]([CH2:13][CH3:14])=[O:15])[CH2:9][CH2:10]2)[cH:6][cH:7]1. Starting materials: NC1(c2ccc(Br)cc2)CC1, CCC(=O)Cl, ClCCl, c1ccncc1. Product: CCC(=O)NC1(c2ccc(Br)cc2)CC1. As a reaction SMILES: [C:1]1(=[O:7])[CH:2]=[CH:3][CH2:4][CH2:5][CH2:6]1.[CH:8]1=[CH:9][CH2:10][CH2:11][CH2:12][CH2:13][CH2:14][CH2:15]1.[Cl:16][CH2:17][Cl:18]>>[C:1]1(=[O:7])[CH:2]2[CH:3]([CH2:4][CH2:5][CH2:6]1)[CH:8]1[CH2:9][CH2:10][CH2:11][CH2:12][CH2:13][CH2:14][CH:15]21. Yields the product O=C1CCCC2C3CCCCCCC3C12. The reactants are O=C1C=CCCC1, C1=CCCCCCC1, ClCCl.